Dataset: the Open Reaction Database (ORD), a public repository of structured organic reaction records. Task: describe an organic reaction: reactants, conditions, products, and yield Reactants: Cc1cccc(C)c1NC(=O)CN1CCN(C(=O)C(O)CCc2ccccc2)CC1, CCC(C(=O)O)c1ccccc1O, O=C(O)CCCc1ccccc1. Yields the product Cc1cccc(C)c1NC(=O)CN1CCN(C(=O)CCCc2ccccc2)CC1. Reaction SMILES: [CH3:1][c:2]1[c:3]([NH:9][C:10]([CH2:11][N:12]2[CH2:13][CH2:14][N:15]([C:18]([CH:19]([CH2:20][CH2:21][c:22]3[cH:23][cH:24][cH:25][cH:26][cH:27]3)[OH:28])=[O:29])[CH2:16][CH2:17]2)=[O:30])[c:4]([CH3:8])[cH:5][cH:6][cH:7]1.[OH:43][c:44]1[cH:45][cH:46][cH:47][cH:48][c:49]1[CH:50]([CH2:51][CH3:52])[C:53]([OH:54])=[O:55].[c:31]1([CH2:32][CH2:33][CH2:34][C:35]([OH:36])=[O:37])[cH:38][cH:39][cH:40][cH:41][cH:42]1>>[CH3:1][c:2]1[c:3]([NH:9][C:10]([CH2:11][N:12]2[CH2:13][CH2:14][N:15]([C:18]([CH2:19][CH2:20][CH2:21][c:22]3[cH:23][cH:24][cH:25][cH:26][cH:27]3)=[O:29])[CH2:16][CH2:17]2)=[O:30])[c:4]([CH3:8])[cH:5][cH:6][cH:7]1. The reactants are crude product, CCCCCCC.C(C)(=O)OCC (heptane ethyl acetate), NC1=C(C=NN1C1=C(C(=C(C=C1)Cl)Cl)Cl)C#N (5-amino-4-cyano-1-(2,3,4-trichlorophenyl)-1H-pyrazole), Cl (hydrochloric acid), N(=O)OC(C)(C)C (tert-butyl nitrite). Reagents/catalysts: [Cu](Cl)Cl (copper(II) chloride). Solvent: C(C=C)(=O)OCC (ethyl acrylate), C(C)#N (acetonitrile). Run at time 5 minute. Yields the product ClC(C(=O)OCC)CC1=C(C=NN1C1=C(C(=C(C=C1)Cl)Cl)Cl)C#N (ethyl 2-chloro-3-[4-cyano-1-(2,3,4-trichlorophenyl)-1H-pyrazol-5-yl]propionate). RXN SMILES: N(O[C:4](C)(C)C)=O.N[C:9]1[N:13]([C:14]2[CH:19]=[CH:18][C:17]([Cl:20])=[C:16]([Cl:21])[C:15]=2[Cl:22])[N:12]=[CH:11][C:10]=1[C:23]#[N:24].[ClH:25].CCCCCCC.[C:33]([O:36][CH2:37][CH3:38])(=[O:35])[CH3:34]>C(OCC)(=O)C=C.C(#N)C.[Cu](Cl)Cl>[Cl:25][CH:34]([CH2:4][C:9]1[N:13]([C:14]2[CH:19]=[CH:18][C:17]([Cl:20])=[C:16]([Cl:21])[C:15]=2[Cl:22])[N:12]=[CH:11][C:10]=1[C:23]#[N:24])[C:33]([O:36][CH2:37][CH3:38])=[O:35] |f:3.4|. Reported procedure: To a stirred solution of 1.6 grams (0.015 mole) of tert-butyl nitrite in 20 mL of ethyl acrylate and 20 mL of acetonitrile was added 1.2 grams (0.012 mole) of copper(II) chloride. Upon completion of addition, the reaction mixture was stirred for five minutes, and then 2.9 grams (0.01 mole) of 5-amino-4-cyano-1-(2,3,4-trichlorophenyl)-1H-pyrazole was added in portions. Upon completion of the addition, the reaction mixture was stirred for 2.75 hours at a temperature of about 27° C. After this time... The reactants are CCO, CC(=O)CCCCn1cnc2c1c(=O)n(C)c(=O)n2C. The product is CC(O)CCCCn1cnc2c1c(=O)n(C)c(=O)n2C. As a reaction SMILES: [CH3:21][CH2:22][OH:23].[O:1]=[C:2]([CH2:3][CH2:4][CH2:5][CH2:6][n:7]1[cH:8][n:9][c:10]2[n:11]([CH3:19])[c:12](=[O:18])[n:13]([CH3:17])[c:14](=[O:16])[c:15]12)[CH3:20]>>[OH:1][CH:2]([CH2:3][CH2:4][CH2:5][CH2:6][n:7]1[cH:8][n:9][c:10]2[n:11]([CH3:19])[c:12](=[O:18])[n:13]([CH3:17])[c:14](=[O:16])[c:15]12)[CH3:20]. The reactants are [Al+3], COc1ccc(C(c2ccc(OC)cc2)N(CC#N)CCCOc2ccccc2Cc2ccccc2)cc1, [H-], [H-], [H-], [H-], [Li+]. Product: COc1ccc(C(c2ccc(OC)cc2)N(CCN)CCCOc2ccccc2Cc2ccccc2)cc1. Reaction SMILES: [Al+3:2].[CH2:7]([c:8]1[cH:9][cH:10][cH:11][cH:12][cH:13]1)[c:14]1[c:15]([O:16][CH2:17][CH2:18][CH2:19][N:20]([CH:21]([c:22]2[cH:23][cH:24][c:25]([O:28][CH3:29])[cH:26][cH:27]2)[c:30]2[cH:31][cH:32][c:33]([O:36][CH3:37])[cH:34][cH:35]2)[CH2:38][C:39]#[N:40])[cH:41][cH:42][cH:43][cH:44]1.[H-:1].[H-:4].[H-:5].[H-:6].[Li+:3]>>[CH2:7]([c:8]1[cH:9][cH:10][cH:11][cH:12][cH:13]1)[c:14]1[c:15]([O:16][CH2:17][CH2:18][CH2:19][N:20]([CH:21]([c:22]2[cH:23][cH:24][c:25]([O:28][CH3:29])[cH:26][cH:27]2)[c:30]2[cH:31][cH:32][c:33]([O:36][CH3:37])[cH:34][cH:35]2)[CH2:38][CH2:39][NH2:40])[cH:41][cH:42][cH:43][cH:44]1.